From a dataset of the Open Reaction Database (ORD), a public repository of structured organic reaction records. describe an organic reaction: reactants, conditions, products, and yield The reactants are CO, COC(=O)c1ccc(CNC2CCN(Cc3ccccc3)CC2)c([N+](=O)[O-])c1. Product: COC(=O)c1ccc(CNC2CCN(Cc3ccccc3)CC2)c(N)c1. RXN SMILES: [CH3:29][OH:30].[c:1]1([CH2:7][N:8]2[CH2:9][CH2:10][CH:11]([NH:14][CH2:15][c:16]3[c:17]([N+:26]([O-:27])=[O:28])[cH:18][c:19]([C:20](=[O:21])[O:22][CH3:23])[cH:24][cH:25]3)[CH2:12][CH2:13]2)[cH:2][cH:3][cH:4][cH:5][cH:6]1>>[c:1]1([CH2:7][N:8]2[CH2:9][CH2:10][CH:11]([NH:14][CH2:15][c:16]3[c:17]([NH2:26])[cH:18][c:19]([C:20](=[O:21])[O:22][CH3:23])[cH:24][cH:25]3)[CH2:12][CH2:13]2)[cH:2][cH:3][cH:4][cH:5][cH:6]1. Reactants: COC1=CC=C(C=C1)C=CCCCCO (6-(4-methoxyphenyl)-5-hexenyl alcohol), mesyl ester, COC(CCC1=C(C=CC(=C1)C(C1=CC(=CC=C1)C#N)=O)O)=O (5-(3-cyanobenzoyl)-2-hydroxybenzenepropanoic acid methyl ester). Yields the product COC(CCC1=C(C=CC(=C1)C(C1=CC(=CC=C1)C#N)=O)OCCCCC=CC1=CC=C(C=C1)OC)=O (5-(3-cyanobenzoyl)-2{[6-(4-methoxyphenyl)-5-hexenyl]oxy]benzenepropanoic acid methyl ester). The yield is 34.1%. Reaction SMILES: [CH3:1][O:2][C:3]1[CH:8]=[CH:7][C:6]([CH:9]=[CH:10][CH2:11][CH2:12][CH2:13][CH2:14][OH:15])=[CH:5][CH:4]=1.[CH3:16][O:17][C:18](=[O:38])[CH2:19][CH2:20][C:21]1[CH:26]=[C:25]([C:27](=[O:36])[C:28]2[CH:33]=[CH:32][CH:31]=[C:30]([C:34]#[N:35])[CH:29]=2)[CH:24]=[CH:23][C:22]=1O>>[CH3:16][O:17][C:18](=[O:38])[CH2:19][CH2:20][C:21]1[CH:26]=[C:25]([C:27](=[O:36])[C:28]2[CH:33]=[CH:32][CH:31]=[C:30]([C:34]#[N:35])[CH:29]=2)[CH:24]=[CH:23][C:22]=1[O:15][CH2:14][CH2:13][CH2:12][CH2:11][CH:10]=[CH:9][C:6]1[CH:7]=[CH:8][C:3]([O:2][CH3:1])=[CH:4][CH:5]=1. Procedure: Following the general procedure of Example 92B, 1.63 g of 6-(4-methoxyphenyl)-5-hexenyl alcohol were converted to its mesyl ester and reacted with 2.45 g of 5-(3-cyanobenzoyl)-2-hydroxybenzenepropanoic acid methyl ester to provide 1.34 g of 5-(3-cyanobenzoyl)-2{[6-(4-methoxyphenyl)-5-hexenyl]oxy]benzenepropanoic acid methyl ester, m.p. 65°-67° C. Reactants: ClC=1C=CC(=C(C(=O)C(C(=O)OCC)=CN(C)C)C1)OC (ethyl 2-(5-chloro-2-methoxybenzoyl)-3-(dimethylamino)acrylate), NN (hydrazine). The solvent is C(C)O (ethanol). The product is ClC=1C=CC(=C(C1)C1=C(C=NN1)C(=O)OCC)OC (ethyl 5-(5-chloro-2-methoxyphenyl)-1H-pyrazole-4-carboxylate). RXN SMILES: [Cl:1][C:2]1[CH:3]=[CH:4][C:5]([O:20][CH3:21])=[C:6]([CH:19]=1)[C:7]([C:9](=[CH:15][N:16](C)C)[C:10]([O:12][CH2:13][CH3:14])=[O:11])=O.[NH2:22]N>C(O)C>[Cl:1][C:2]1[CH:3]=[CH:4][C:5]([O:20][CH3:21])=[C:6]([C:7]2[NH:22][N:16]=[CH:15][C:9]=2[C:10]([O:12][CH2:13][CH3:14])=[O:11])[CH:19]=1. Procedure: A solution of ethyl 2-(5-chloro-2-methoxybenzoyl)-3-(dimethylamino)acrylate (2.49 g, 8.00 mmol, 1 eq) and hydrazine (0.40 mL, 13 mmol, 1.6 eq) in 20 mL ethanol was heated at 70° C. for 2 hours. Solvent and excess hydrazine were then evaporated to provide ethyl 5-(5-chloro-2-methoxyphenyl)-1H-pyrazole-4-carboxylate, which was used without further purification. LCMS (ESI) m+H=281.3. Reactants: BrCCC1CCCCC1, CN(C)C=O, O=C1NC(=O)C2CC12, [H-], [Na+], O. Yields the product O=C1C2CC2C(=O)N1CCC1CCCCC1. As a reaction SMILES: [Br:11][CH2:12][CH2:13][CH:14]1[CH2:15][CH2:16][CH2:17][CH2:18][CH2:19]1.[CH3:20][N:21]([CH3:22])[CH:23]=[O:24].[CH:3]12[C:4](=[O:10])[NH:5][C:6](=[O:9])[CH:7]1[CH2:8]2.[H-:1].[Na+:2].[OH2:25]>>[CH:3]12[C:4](=[O:10])[N:5]([CH2:12][CH2:13][CH:14]3[CH2:15][CH2:16][CH2:17][CH2:18][CH2:19]3)[C:6](=[O:9])[CH:7]1[CH2:8]2. Reactants: ClC1=CC=C(C=C1)C1=NC=2N(C(=C1)O)N=CC2 (5-(4-chloro-phenyl)-pyrazolo[1,5-a]pyrimidine-7-ol), P(=O)(Cl)(Cl)Cl (phosphorous oxychloride), CN(C1=CC=CC=C1)C (N,N-dimethylaniline). Reaction conditions: temperature 100 celsius, time 2 hour. The product is ClC1=CC(=NC=2N1N=CC2)C2=CC=C(C=C2)Cl (7-chloro-5-(4-chloro-phenyl)-pyrazolo[1,5-a]pyrimidine). The yield is 68.0%. As a reaction SMILES: [Cl:1][C:2]1[CH:7]=[CH:6][C:5]([C:8]2[CH:13]=[C:12](O)[N:11]3[N:15]=[CH:16][CH:17]=[C:10]3[N:9]=2)=[CH:4][CH:3]=1.P(Cl)(Cl)([Cl:20])=O.CN(C)C1C=CC=CC=1>>[Cl:20][C:12]1[N:11]2[N:15]=[CH:16][CH:17]=[C:10]2[N:9]=[C:8]([C:5]2[CH:6]=[CH:7][C:2]([Cl:1])=[CH:3][CH:4]=2)[CH:13]=1. Procedure details: A mixture of 5-(4-chloro-phenyl)-pyrazolo[1,5-a]pyrimidine-7-ol (4.8 g, 19.5 mmol), phosphorous oxychloride (7.2 mL, 78 mmol), and N,N-dimethylaniline (0.87 mL, 7.0 mmol) was stirred at 100° C. for 2 h. The mixture was evaporated in vacuo and the residue was partitioned between water and dichloromethane. The organic phase was washed with water, dried (Na2SO4), and evaporated in vacuo. The remaining solid was crystallized from EtOAc to give 7-chloro-5-(4-chloro-phenyl)-pyrazolo[1,5-a]pyrimidine (... Reactants: BrC=1C=C2C=3N(C(C(NC3C1)=O)=O)C(CC2)CC(=O)OC (9-bromo-5-methoxycarbonylmethyl-6,7-dihydro-1H, 5H-pyrido[1,2,3-de]quinoxaline-2,3-dione), cuprous cyanide, CS(=O)C (dimethyl sulfoxide), [Cl-].[NH4+] (ammonium chloride). Reaction conditions: temperature 180 celsius. Yields the product C(#N)C=1C=C2C=3N(C(C(NC3C1)=O)=O)C(CC2)CC(=O)OC (9-Cyano-5-methoxycarbonylmethyl-6,7-dihydro-1H, 5H-pyrido[1,2,3-de]quinoxaline-2,3-dione). Isolated yield 39.0%. Reaction SMILES: Br[C:2]1[CH:3]=[C:4]2[CH2:16][CH2:15][CH:14]([CH2:17][C:18]([O:20][CH3:21])=[O:19])[N:6]3[C:7](=[O:13])[C:8](=[O:12])[NH:9][C:10]([CH:11]=1)=[C:5]23.[Cl-].[NH4+:23].[CH3:24]S(C)=O>>[C:24]([C:2]1[CH:3]=[C:4]2[CH2:16][CH2:15][CH:14]([CH2:17][C:18]([O:20][CH3:21])=[O:19])[N:6]3[C:7](=[O:13])[C:8](=[O:12])[NH:9][C:10]([CH:11]=1)=[C:5]23)#[N:23] |f:1.2|. Procedure: A mixture of 9-bromo-5-methoxycarbonylmethyl-6,7-dihydro-1H, 5H-pyrido[1,2,3-de]quinoxaline-2,3-dione (530 mg, 1.50 mmol) and cuprous cyanide (890 mg, 9.9 mmol) in dimethyl sulfoxide (5 mL) was heated at 180° C. for 8.5 h and poured into 1N aqueous ammonium chloride (200 mL). The mixture was extracted with a mixed solvent of THF and ethyl acetate (600 mL). The extract was washed with 1N aqueous ammonium chloride (200 mL×2) and brine (200 mL), dried over magnesium sulfate, and concentrated. The r... Starting materials: NC(C)C(=O)O (D,L-alanine), C([O-])(O)=O.[Na+] (sodium bicarbonate), O.C1(=CC=C(C=C1)S(=O)(=O)O)C (p-toluenesulfonic acid monohydrate), C1(=CC=CC=C1)C(=[N+]=[N-])C1=CC=CC=C1 (diphenyldiazomethane). Run in C(Cl)(Cl)Cl (chloroform), CN(C=O)C (dimethylformamide), CN(C=O)C (dimethylformamide), O (water). Conditions: time 1 hour. The product is NC(C)C(=O)OC(C1=CC=CC=C1)C1=CC=CC=C1 (D,L-alanine, diphenylmethyl ester). As a reaction SMILES: [NH2:1][CH:2]([C:4]([OH:6])=[O:5])[CH3:3].O.C1(C)C=CC(S(O)(=O)=O)=CC=1.[C:19]1([C:25]([C:28]2[CH:33]=[CH:32][CH:31]=[CH:30][CH:29]=2)=[N+]=[N-])[CH:24]=[CH:23][CH:22]=[CH:21][CH:20]=1.C(=O)(O)[O-].[Na+]>C(Cl)(Cl)Cl.O.CN(C)C=O>[NH2:1][CH:2]([C:4]([O:6][CH:25]([C:19]1[CH:24]=[CH:23][CH:22]=[CH:21][CH:20]=1)[C:28]1[CH:33]=[CH:32][CH:31]=[CH:30][CH:29]=1)=[O:5])[CH3:3] |f:1.2,4.5|. Procedure: 9.0 g. of D,L-alanine and 19.0 g. of p-toluenesulfonic acid monohydrate are dissolved in 50 ml. of dimethylformamide. 21.1 g. of diphenyldiazomethane in 100 ml. of dimethylformamide are added dropwise at 50°. This mixture is stirred for 1 hour at 50° and then the solvent is distilled off in vacuum. The oily residue solidifies upon treatment with ether. The D,L-alanine, diphenylmethyl ester p-toluenesulfonate salt is recrystallized from acetonitrile and is obtained as white crystals, yield 13.5 g... Product: NS(=O)(=O)c1ccccc1NC(=O)CC1CCc2cc(Br)cc3[nH]c(=O)c(=O)n1c23. Reactants: O=C(O)CC1CCc2cc(Br)cc3[nH]c(=O)c(=O)n1c23, CCOC(C)=O, CC(=O)O, Nc1ccccc1S(N)(=O)=O. Reaction SMILES: [Br:1][c:2]1[cH:3][c:4]2[c:5]3[n:6]([c:7](=[O:13])[c:8](=[O:12])[nH:9][c:10]3[cH:11]1)[CH:14]([CH2:17][C:18](=[O:19])[OH:20])[CH2:15][CH2:16]2.[C:32]([O:33][CH2:34][CH3:35])(=[O:36])[CH3:37].[C:38]([OH:39])(=[O:40])[CH3:41].[S:21]([NH2:22])(=[O:23])(=[O:24])[c:25]1[c:26]([NH2:27])[cH:28][cH:29][cH:30][cH:31]1>>[Br:1][c:2]1[cH:3][c:4]2[c:5]3[n:6]([c:7](=[O:13])[c:8](=[O:12])[nH:9][c:10]3[cH:11]1)[CH:14]([CH2:17][C:18](=[O:20])[NH:27][c:26]1[c:25]([S:21]([NH2:22])(=[O:23])=[O:24])[cH:31][cH:30][cH:29][cH:28]1)[CH2:15][CH2:16]2. The reactants are ClC=1C=C(C=CC1)S(=O)(=O)N1C(=C(C=C1C1=CC=CC=C1)C(=O)OCC)C (ethyl 1-[(3-chlorophenyl)sulfonyl]-2-methyl-5-phenyl-1H-pyrrole-3-carboxylate), solution, [H-].C(C(C)C)[Al+]CC(C)C (diisobutylaluminum hydride). Solvent: C1(=CC=CC=C1)C (toluene). Yields the product ClC=1C=C(C=CC1)S(=O)(=O)N1C(=C(C=C1C1=CC=CC=C1)CO)C ({1-[(3-Chlorophenyl)sulfonyl]-2-methyl-5-phenyl-1H-pyrrol-3-yl}methanol). The yield is 48.1%. RXN SMILES: [Cl:1][C:2]1[CH:3]=[C:4]([S:8]([N:11]2[C:15]([C:16]3[CH:21]=[CH:20][CH:19]=[CH:18][CH:17]=3)=[CH:14][C:13]([C:22](OCC)=[O:23])=[C:12]2[CH3:27])(=[O:10])=[O:9])[CH:5]=[CH:6][CH:7]=1.[H-].C([Al+]CC(C)C)C(C)C>C1(C)C=CC=CC=1>[Cl:1][C:2]1[CH:3]=[C:4]([S:8]([N:11]2[C:15]([C:16]3[CH:21]=[CH:20][CH:19]=[CH:18][CH:17]=3)=[CH:14][C:13]([CH2:22][OH:23])=[C:12]2[CH3:27])(=[O:9])=[O:10])[CH:5]=[CH:6][CH:7]=1 |f:1.2|. Reported procedure: Using ethyl 1-[(3-chlorophenyl)sulfonyl]-2-methyl-5-phenyl-1H-pyrrole-3-carboxylate (0.80 g) and a 1.5 mol/L solution (4.0 mL) of diisobutylaluminum hydride in toluene, a procedure as in Reference Example 5 was performed to give the title compound as a brown oil (yield 345 mg, 48%).